This data is from the Open Reaction Database (ORD), a public repository of structured organic reaction records. The task is: describe an organic reaction: reactants, conditions, products, and yield Starting materials: 45.3, CN(C=NC1=C(C(=NS1)C#N)C#N)C (N,N-dimethyl-N'-(3,4-dicyanoisothiazol-5-yl)-formamidine), C(C)O (ethanol), Cl (hydrochloric acid). Solvent: O (water). Product: 28.6, NC1=C(C(=NS1)C#N)C#N (5-aminoisothiazole-3,4-dicarbonitrile). The yield is 87.0%. Reaction SMILES: CN(C)C=[N:4][C:5]1[S:9][N:8]=[C:7]([C:10]#[N:11])[C:6]=1[C:12]#[N:13].C(O)C.Cl>O>[NH2:4][C:5]1[S:9][N:8]=[C:7]([C:10]#[N:11])[C:6]=1[C:12]#[N:13]. Procedure: A mixture of 45.3 parts of N,N-dimethyl-N'-(3,4-dicyanoisothiazol-5-yl)-formamidine, 400 parts of ethanol and 60 parts of concentrated hydrochloric acid is heated at the boil for 2.5 hours, after which it is introduced into 400 parts of water. The colorless precipitate is filtered off under suction, washed with water and dried to give 28.6 parts (87% of theory) of 5-aminoisothiazole-3,4-dicarbonitrile. Reactants: CC(C)(C)NC(=O)C1CCCCN1CC(O)C(Cc1ccccc1)NC(=O)C(CS)NC(=O)OC(C)(C)C, O=C(O)C(F)(F)F. Yields the product CC(C)(C)NC(=O)C1CCCCN1CC(O)C(Cc1ccccc1)NC(=O)C(N)CS. Reaction SMILES: [C:1]([O:2][C:3](=[O:4])[NH:8][CH:9]([CH2:10][SH:11])[C:12](=[O:13])[NH:14][CH:15]([CH:16]([CH2:17][N:18]1[CH:19]([C:24](=[O:25])[NH:26][C:27]([CH3:28])([CH3:29])[CH3:30])[CH2:20][CH2:21][CH2:22][CH2:23]1)[OH:31])[CH2:32][c:33]1[cH:34][cH:35][cH:36][cH:37][cH:38]1)([CH3:5])([CH3:6])[CH3:7].[OH:39][C:40]([C:41]([F:42])([F:43])[F:44])=[O:45]>>[NH2:8][CH:9]([CH2:10][SH:11])[C:12](=[O:13])[NH:14][CH:15]([CH:16]([CH2:17][N:18]1[CH:19]([C:24](=[O:25])[NH:26][C:27]([CH3:28])([CH3:29])[CH3:30])[CH2:20][CH2:21][CH2:22][CH2:23]1)[OH:31])[CH2:32][c:33]1[cH:34][cH:35][cH:36][cH:37][cH:38]1. Reactants: C(=O)=O (carbon dioxide), COC1=C(C=O)C=CC=C1OC1=C(C=CC=C1)Cl (2-Methoxy-3-(2-chlorophenoxy)benzaldehyde), C(CC(=O)O)(=O)O (malonic acid), N1CCCCC1 (piperidine), Cl (hydrochloric acid). The solvent is O (water), N1=CC=CC=C1 (pyridine). Yields the product COC1=C(C=CC=C1OC1=C(C=CC=C1)Cl)C=CC(=O)O (3-[2-methoxy-3-(2-chlorophenoxy)phenyl]acrylic acid). The yield is 62.8%. As a reaction SMILES: [CH3:1][O:2][C:3]1[C:10]([O:11][C:12]2[CH:17]=[CH:16][CH:15]=[CH:14][C:13]=2[Cl:18])=[CH:9][CH:8]=[CH:7][C:4]=1[CH:5]=O.C(O)(=O)[CH2:20][C:21]([OH:23])=[O:22].N1CCCCC1.C(=O)=O.Cl>N1C=CC=CC=1.O>[CH3:1][O:2][C:3]1[C:10]([O:11][C:12]2[CH:17]=[CH:16][CH:15]=[CH:14][C:13]=2[Cl:18])=[CH:9][CH:8]=[CH:7][C:4]=1[CH:5]=[CH:20][C:21]([OH:23])=[O:22]. Reported procedure: 2-Methoxy-3-(2-chlorophenoxy)benzaldehyde (7.0 g) and malonic acid (5.60 g) were dissolved in pyridine (60 ml). To the solution was added piperidine (0.6 ml) and the mixture was heated gradually to 80° C., while carbon dioxide was produced. Thereafter, the mixture was refluxed under heating for 30 minutes. After cooling, the reaction mixture was poured into water (300 ml), acidified with conc. hydrochloric acid and extracted with diethyl ether. The extract was washed with water, dried over magne... Reactants: C(=O)([O-])[O-].[K+].[K+] (K2CO3), O (water), C(=O)([O-])[O-].[K+].[K+] (K2CO3), C(CCC)N(C(=O)C1=NN(C(=C1Cl)CCO)C1=C(C=C(C=C1)C(NS(=O)(=O)C1=CC2=CC=CC=C2C=C1)=O)C(=O)N1CC2=CC=CC=C2CC1)CCCC (N,N-dibutyl-4-chloro-5-(2-hydroxyethyl)-1-(4-(naphthalen-2-ylsulfonylcarbamoyl)-2-(1,2,3,4-tetrahydroisoquinoline-2-carbonyl)phenyl)-1H-pyrazole-3-carboxamide), ClC(C(=O)N=C=O)(Cl)Cl (trichloroacetyl isocyanate). Run in CO (MeOH), C(Cl)Cl (CH2Cl2), CO (MeOH). Conditions: temperature 0 celsius, time 30 minute. Product: C(N)(OCCC1=C(C(=NN1C1=C(C=C(C=C1)C(NS(=O)(=O)C1=CC2=CC=CC=C2C=C1)=O)C(=O)N1CC2=CC=CC=C2CC1)C(N(CCCC)CCCC)=O)Cl)=O (2-(4-Chloro-3-(dibutylcarbamoyl)-1-(4-(naphthalen-2-ylsulfonylcarbamoyl)-2-(1,2,3,4-tetrahydroisoquinoline-2-carbonyl)phenyl)-1H-pyrazol-5-yl)ethyl carbamate). Isolated yield 47.3%. As a reaction SMILES: [CH2:1]([N:5]([CH2:51][CH2:52][CH2:53][CH3:54])[C:6]([C:8]1[C:12]([Cl:13])=[C:11]([CH2:14][CH2:15][OH:16])[N:10]([C:17]2[CH:22]=[CH:21][C:20]([C:23](=[O:38])[NH:24][S:25]([C:28]3[CH:37]=[CH:36][C:35]4[C:30](=[CH:31][CH:32]=[CH:33][CH:34]=4)[CH:29]=3)(=[O:27])=[O:26])=[CH:19][C:18]=2[C:39]([N:41]2[CH2:50][CH2:49][C:48]3[C:43](=[CH:44][CH:45]=[CH:46][CH:47]=3)[CH2:42]2)=[O:40])[N:9]=1)=[O:7])[CH2:2][CH2:3][CH3:4].ClC(Cl)(Cl)[C:57]([N:59]=C=O)=[O:58].C([O-])([O-])=O.[K+].[K+].O>C(Cl)Cl.CO>[C:57](=[O:58])([O:16][CH2:15][CH2:14][C:11]1[N:10]([C:17]2[CH:22]=[CH:21][C:20]([C:23](=[O:38])[NH:24][S:25]([C:28]3[CH:37]=[CH:36][C:35]4[C:30](=[CH:31][CH:32]=[CH:33][CH:34]=4)[CH:29]=3)(=[O:27])=[O:26])=[CH:19][C:18]=2[C:39]([N:41]2[CH2:50][CH2:49][C:48]3[C:43](=[CH:44][CH:45]=[CH:46][CH:47]=3)[CH2:42]2)=[O:40])[N:9]=[C:8]([C:6](=[O:7])[N:5]([CH2:1][CH2:2][CH2:3][CH3:4])[CH2:51][CH2:52][CH2:53][CH3:54])[C:12]=1[Cl:13])[NH2:59] |f:2.3.4|. Procedure: To a 0° C. solution of N,N-dibutyl-4-chloro-5-(2-hydroxyethyl)-1-(4-(naphthalen-2-ylsulfonylcarbamoyl)-2-(1,2,3,4-tetrahydroisoquinoline-2-carbonyl)phenyl)-1H-pyrazole-3-carboxamide (Example 170, 20 mg, 0.026 mmol) in CH2Cl2 (0.5 mL) was added trichloroacetyl isocyanate (4 μl, 0.031 mmol). After stirring at 0° C. for 30 min, K2CO3 (2 mg, 0.014 mmol) and MeOH (0.5 mL) were added. The ice bath was removed, and the reaction mixture was stirred at room temperature for 3 h. The reaction mixture was t... The reactants are ClCCl.C(C)(=O)OCC (dichloromethane ethyl acetate), BrCCCCCCCCCCCCCCCC (1-bromohexadecane), C1(=CC=C(C=C1)S(=O)[O-])C.[Na+] (sodium p-toluenesulfinate). Product: C1(=C(C=CC=C1)S(=O)(=O)CCCCCCCCCCCCCCCC)C (Hexadecyl tolyl sulfone). Yield: 94.0%. Reaction SMILES: Br[CH2:2][CH2:3][CH2:4][CH2:5][CH2:6][CH2:7][CH2:8][CH2:9][CH2:10][CH2:11][CH2:12][CH2:13][CH2:14][CH2:15][CH2:16][CH3:17].[C:18]1(C)[CH:23]=[CH:22][C:21]([S:24]([O-:26])=[O:25])=[CH:20][CH:19]=1.[Na+].Cl[CH2:30]Cl.C(OCC)(=O)C>>[C:20]1([CH3:30])[CH:19]=[CH:18][CH:23]=[CH:22][C:21]=1[S:24]([CH2:2][CH2:3][CH2:4][CH2:5][CH2:6][CH2:7][CH2:8][CH2:9][CH2:10][CH2:11][CH2:12][CH2:13][CH2:14][CH2:15][CH2:16][CH3:17])(=[O:25])=[O:26] |f:1.2,3.4|. Reported procedure: As in Example 2a, 9.15 g (30 mmol) of 1-bromohexadecane and 5.88 g (33 mmol) of sodium p-toluenesulfinate (anhydrous) are reacted. After chromatography on a short silica gel column (dichloromethane/ethyl acetate 10:1) 10.7 g (94%) of 5a are obtained. Starting materials: C(C)OC(C(CNC1CCC1)(F)F)=O (3-cyclobutylamino-2,2-difluoropropionic acid ethyl ester), ClC1=NC=C(C(=N1)Cl)[N+](=O)[O-] (2,4-dichloro-5-nitro-pyrimidine), C([O-])(O)=O.[Na+] (sodium bicarbonate). Solvent: C(C)(=O)OCC (ethyl acetate), C(C)(=O)OCC (ethyl acetate). Run at time 18 hour. Product: C(C)OC(C(CN(C1CCC1)C1=NC(=NC=C1[N+](=O)[O-])Cl)(F)F)=O (3-[(2-chloro-5-nitro-pyrimidin-4-yl)-cyclobutyl-amino]-2,2-difluoro-prop ionic acid ethyl ester). Yield: 37.0%. RXN SMILES: [CH2:1]([O:3][C:4](=[O:14])[C:5]([F:13])([F:12])[CH2:6][NH:7][CH:8]1[CH2:11][CH2:10][CH2:9]1)[CH3:2].[Cl:15][C:16]1[N:21]=[C:20](Cl)[C:19]([N+:23]([O-:25])=[O:24])=[CH:18][N:17]=1.C(=O)(O)[O-].[Na+]>C(OCC)(=O)C>[CH2:1]([O:3][C:4](=[O:14])[C:5]([F:13])([F:12])[CH2:6][N:7]([C:18]1[C:19]([N+:23]([O-:25])=[O:24])=[CH:20][N:21]=[C:16]([Cl:15])[N:17]=1)[CH:8]1[CH2:11][CH2:10][CH2:9]1)[CH3:2] |f:2.3|. Reported procedure: A solution of 17.76 g (0.086 mole) 3-cyclobutylamino-2,2-difluoropropionic acid ethyl ester in 10 mL of ethyl acetate was added dropwise to a mixture of 16.6 g (0.086 mole) of 2,4-dichloro-5-nitro-pyrimidine, 28.9 g (0.344 mole) of sodium bicarbonate and 100 mL of ethyl acetate at 0 degrees. The cooling bath was removed and the reaction was stirred at room temperature for 18 h. Activated charcoal was added, and the mixture was filtered through a pad of Celite, washing the filter pad with ethyl a... Starting materials: ice water, BrC1=CC=C2C(C(=O)OC(N2)=O)=C1 (5-bromoisatoic acid anhydride), N(C)CC(=O)O (sarcosine), C(=O)=O (carbon dioxide). Solvent: CS(=O)C (dimethyl sulphoxide). Yields the product BrC=1C=CC2=C(C(N(CC(N2)=O)C)=O)C1 (7-bromo-3,4-dihydro-4-methyl-2H-1,4-benzodiazepine-2,5(1H)-dione). As a reaction SMILES: [Br:1][C:2]1[CH:13]=[C:6]2[C:7]([O:9][C:10](=O)[NH:11][C:5]2=[CH:4][CH:3]=1)=[O:8].[NH:14]([CH2:16]C(O)=O)[CH3:15].C(=O)=O>CS(C)=O>[Br:1][C:2]1[CH:3]=[CH:4][C:5]2[NH:11][C:10](=[O:9])[CH2:15][N:14]([CH3:16])[C:7](=[O:8])[C:6]=2[CH:13]=1. Procedure: A solution of 39.5 g of 5-bromoisatoic acid anhydride and 14.5 g of sarcosine in 150 ml of dimethyl sulphoxide is heated to 100° C. while stirring. In so doing, a vigorous evolution of carbon dioxide occurs from 70° C. and this has finished after ca 30 minutes. The mixture is stirred at 100° C. for a further 30 minutes and thereafter the mixture is poured into 900 ml of ice-water (temperature 5° C.) and the separated material is filtered off under suction. The crystals are washed with water and ...